This data is from the Open Reaction Database (ORD), a public repository of structured organic reaction records. The task is: describe an organic reaction: reactants, conditions, products, and yield The reactants are C(=O)(OC(C)(C)C)N1CCC(CC1)C(=O)NC1=C(C=C(C=C1)S(=O)(=O)C)I (2-[(1-Boc-piperidin-4-ylcarbonyl)amino]-5-methylsulfonyliodobenzene), C(=O)([O-])[O-].[K+].[K+] (K2CO3). Reagents/catalysts: C=1C=CC(=CC1)[P](C=2C=CC=CC2)(C=3C=CC=CC3)[Pd]([P](C=4C=CC=CC4)(C=5C=CC=CC5)C=6C=CC=CC6)([P](C=7C=CC=CC7)(C=8C=CC=CC8)C=9C=CC=CC9)[P](C=1C=CC=CC1)(C=1C=CC=CC1)C=1C=CC=CC1 (Pd(PPh3)4), [Cu]I (CuI). Solvent: C(C)#N (acetonitrile). Reaction conditions: temperature 75 celsius, time 2 hour. Product: C(=O)(OC(C)(C)C)N1CCC(CC1)C1=NC2=C(C(O1)=O)C=C(C=C2)S(=O)(=O)C (2-[1-boc-Piperidin-4-yl]-6-methylsulfonyl-4H-3,1-benzoxazin-4-one). Yield: 31.9%. RXN SMILES: [C:1]([N:8]1[CH2:13][CH2:12][CH:11]([C:14]([NH:16][C:17]2[CH:22]=[CH:21][C:20]([S:23]([CH3:26])(=[O:25])=[O:24])=[CH:19][C:18]=2I)=[O:15])[CH2:10][CH2:9]1)([O:3][C:4]([CH3:7])([CH3:6])[CH3:5])=[O:2].[C:28]([O-])([O-])=[O:29].[K+].[K+]>C(#N)C.C1C=CC([P]([Pd]([P](C2C=CC=CC=2)(C2C=CC=CC=2)C2C=CC=CC=2)([P](C2C=CC=CC=2)(C2C=CC=CC=2)C2C=CC=CC=2)[P](C2C=CC=CC=2)(C2C=CC=CC=2)C2C=CC=CC=2)(C2C=CC=CC=2)C2C=CC=CC=2)=CC=1.[Cu]I>[C:1]([N:8]1[CH2:13][CH2:12][CH:11]([C:14]2[O:15][C:28](=[O:29])[C:18]3[CH:19]=[C:20]([S:23]([CH3:26])(=[O:25])=[O:24])[CH:21]=[CH:22][C:17]=3[N:16]=2)[CH2:10][CH2:9]1)([O:3][C:4]([CH3:7])([CH3:6])[CH3:5])=[O:2] |f:1.2.3,^1:40,42,61,80|. Procedure: To a stirring solution of 2-[(1-Boc-piperidin-4-ylcarbonyl)amino]-5-methylsulfonyliodobenzene (1.89 g, 3.72 mmol) in acetonitrile (50 mL) was added K2CO3 (2.53 g, 18.6 mmol) followed by Pd(PPh3)4 (0.22 g, 0.19 mmol) and CuI (0.036 g, 0.19 mmol). The mixture was placed under an atmosphere of CO and heated to 75° C. After 2 h, the heat was removed and the mixture was diluted with ethyl acetate and washed with water, then brine The organic phase was then dried with MgSO4, filtered and concentrated ... Reactants: C1(CCCC1)C(=O)Cl (cyclopentanecarbonyl chloride), CN1CCOCC1 (NMM), OC1=NC=CC=C1[N+](=O)[O-] (2-hydroxy-3-nitropyridine). The reagents and catalysts are [Pd] (Pd). The solvent is CCO (EtOH). Reaction conditions: time 8 hour. Product: OC1=NC=CC=C1NC(=O)C1CCCC1 (Cyclopentanecarboxylic Acid (2-Hydroxypyridin-3-yl)amide). Yield: 65.2%. As a reaction SMILES: [OH:1][C:2]1[C:7]([N+:8]([O-])=O)=[CH:6][CH:5]=[CH:4][N:3]=1.[CH:11]1([C:16](Cl)=[O:17])[CH2:15][CH2:14][CH2:13][CH2:12]1.CN1CCOCC1>CCO.[Pd]>[OH:1][C:2]1[C:7]([NH:8][C:16]([CH:11]2[CH2:15][CH2:14][CH2:13][CH2:12]2)=[O:17])=[CH:6][CH:5]=[CH:4][N:3]=1. Procedure: A sample of 10% Pd on C (0.40 g) was added to a solution of 2-hydroxy-3-nitropyridine (3.52 g, 25.0 mmol, 1 equiv) in EtOH. The reaction mixture was stirred at room temperature under H2 atmosphere (balloon) overnight and then was filtered through Celite. The filtrate was concentrated under reduced pressure. The residue was dissolved in CH3CN (100 mL), cooled to 0° C., and cyclopentanecarbonyl chloride (25 mmol, 3.04 mL, 1 equiv) and NMM (2.75 mL, 25 mmol, 1 equiv) were added sequentially. The re... Starting materials: C1(CC1)N (Cyclopropylamine), C(#N)[BH3-].[Na+] (Sodium cyanoborohydride), C(C)(=O)O (acetic acid), C(C1=CC=CC=C1)OC(=O)N1CCC(CC1)C=O (4-formyl-piperidine-1-carboxylic acid benzyl ester). Solvent: CO (methanol). Reaction conditions: time 1 hour. The product is C(C1=CC=CC=C1)OC(=O)N1CCC(CC1)CNC1CC1 (4-Cyclopropylaminomethyl-piperidine-1-carboxylic Acid Benzyl Ester). Isolated yield 47.0%. RXN SMILES: [CH:1]1([NH2:4])[CH2:3][CH2:2]1.C(O)(=O)C.[CH2:9]([O:16][C:17]([N:19]1[CH2:24][CH2:23][CH:22]([CH:25]=O)[CH2:21][CH2:20]1)=[O:18])[C:10]1[CH:15]=[CH:14][CH:13]=[CH:12][CH:11]=1.C([BH3-])#N.[Na+]>CO>[CH2:9]([O:16][C:17]([N:19]1[CH2:24][CH2:23][CH:22]([CH2:25][NH:4][CH:1]2[CH2:3][CH2:2]2)[CH2:21][CH2:20]1)=[O:18])[C:10]1[CH:11]=[CH:12][CH:13]=[CH:14][CH:15]=1 |f:3.4|. Reported procedure: Cyclopropylamine (1.4 g, 24.4 mmol) and acetic acid (0.5 ml) were added to a solution of 4-formyl-piperidine-1-carboxylic acid benzyl ester from Example E33.2 (5.5 g, 22.2 mmol) in methanol (49.5 ml) and the mixture was stirred for 1 h at room temperature. Sodium cyanoborohydride (1.84 g, 28.9 mmol) was added and the mixture was stirred for 20 h at room temperature under an inert atmosphere. Solvents were removed in vacuo and azeotroped with toluene. The residue was dissolved in EtOAC, washed wi... The reactants are [N-]=[N+]=[N-].C1(=CC=CC=C1)OP(OC1=CC=CC=C1)(O)=O (phosphoric acid diphenyl ester azide), N(CCC(=O)O)C(=O)OCC1=CC=CC=C1 (Z-β-Ala-OH), N[C@@H](CC1=CNC=N1)C(=O)OC (H-His-OCH3), Cl (HCl). Run in C(C)N(CC)CC (triethylamine), CN(C)C=O (DMF), CN(C)C=O (DMF), CN(C)C=O (DMF). Conditions: time 2 day. The product is N(CCC(=O)N[C@@H](CC1=CNC=N1)C(=O)OC)C(=O)OCC1=CC=CC=C1 (Z-β-Ala-His-OCH3). RXN SMILES: [NH:1]([C:7]([O:9][CH2:10][C:11]1[CH:16]=[CH:15][CH:14]=[CH:13][CH:12]=1)=[O:8])[CH2:2][CH2:3][C:4]([OH:6])=O.[NH2:17][C@H:18]([C:25]([O:27][CH3:28])=[O:26])[CH2:19][C:20]1[N:24]=[CH:23][NH:22][CH:21]=1.Cl.[N-]=[N+]=[N-].C1(OP(=O)(O)OC2C=CC=CC=2)C=CC=CC=1>CN(C=O)C.C(N(CC)CC)C>[NH:1]([C:7]([O:9][CH2:10][C:11]1[CH:16]=[CH:15][CH:14]=[CH:13][CH:12]=1)=[O:8])[CH2:2][CH2:3][C:4]([NH:17][C@H:18]([C:25]([O:27][CH3:28])=[O:26])[CH2:19][C:20]1[N:24]=[CH:23][NH:22][CH:21]=1)=[O:6] |f:3.4|. Procedure: A solution of 12.3 g of Z-β-Ala-OH and 16.0 g of H-His-OCH3 ×2 HCl in 300 ml of DMF is cooled to 0° and there are added dropwise thereto first a solution of 22.75 g of phosphoric acid diphenyl ester azide in 110 ml of DMF and then a solution of 30.7 ml of triethylamine in 110 ml of DMF. The suspension so obtained is stirred for 2 days at room temperature and then concentrated to an oily suspension in a high vacuum. The residue is taken up in ethyl acetate, washed with sodium bicarbonate and brin... Reactants: CNN, Clc1nc2ccccc2o1. Product: CN(N)c1nc2ccccc2o1. Reaction SMILES: [CH3:1][NH:2][NH2:3].[Cl:4][c:5]1[o:6][c:7]2[c:8]([n:9]1)[cH:10][cH:11][cH:12][cH:13]2>>[CH3:1][N:2]([NH2:3])[c:5]1[o:6][c:7]2[c:8]([n:9]1)[cH:10][cH:11][cH:12][cH:13]2. The reactants are COC1=C(C=CC2=C1OC(C=1CN(CCC12)CC(C)=O)=O)OC (1,2,3,4-tetrahydro-7,8-dimethoxy-3-(2-oxopropyl)-5H-benzopyrano[3,4-c]-pyridin-5-one), C(C)N (ethylamine). Yields the product C(C)NC(CN1CC2=C(CC1)C1=C(OC2=O)C(=C(C=C1)OC)OC)C (3-[2-(Ethylamino)propyl]-1,2,3,4-tetrahydro-7,8-dimethoxy-5H-[1] benzopyrano[3,4-c]pyridin-5-one). Isolated yield 55.4%. As a reaction SMILES: [CH3:1][O:2][C:3]1[C:8]2[O:9][C:10](=[O:21])[C:11]3[CH2:12][N:13]([CH2:17][C:18](=O)[CH3:19])[CH2:14][CH2:15][C:16]=3[C:7]=2[CH:6]=[CH:5][C:4]=1[O:22][CH3:23].[CH2:24]([NH2:26])[CH3:25]>>[CH2:24]([NH:26][CH:18]([CH3:19])[CH2:17][N:13]1[CH2:14][CH2:15][C:16]2[C:7]3[CH:6]=[CH:5][C:4]([O:22][CH3:23])=[C:3]([O:2][CH3:1])[C:8]=3[O:9][C:10](=[O:21])[C:11]=2[CH2:12]1)[CH3:25]. Reported procedure: Prepared by the method described in Example 49 from 1,2,3,4-tetrahydro-7,8-dimethoxy-3-(2-oxopropyl)-5H-benzopyrano[3,4-c]-pyridin-5-one (49.6 g, 0.16 moles) and ethylamine (21.2 g, 0.47 moles). Recrystallization from ethyl acetate/hexane yielded the product (30.7 g) as the free base, mp 125°-127° C. The reactants are ClC1=CC=C2C(=N1)N=C(N2O)C(C(F)(F)F)(F)F (5-Chloro-1-hydroxy-2-(pentafluoroethyl)-1H-imidazo(4,5-b)pyridine), CS (methanethiol). Yields the product CSC1=CC=C2C(=N1)N=C(N2O)C(C(F)(F)F)(F)F (5-(methylthio)-1-hydroxy-2-(pentafluoroethyl)-1H-imidazo(4,5-b)pyridine). As a reaction SMILES: Cl[C:2]1[N:7]=[C:6]2[N:8]=[C:9]([C:12]([F:18])([F:17])[C:13]([F:16])([F:15])[F:14])[N:10]([OH:11])[C:5]2=[CH:4][CH:3]=1.[CH3:19][SH:20]>>[CH3:19][S:20][C:2]1[N:7]=[C:6]2[N:8]=[C:9]([C:12]([F:18])([F:17])[C:13]([F:16])([F:15])[F:14])[N:10]([OH:11])[C:5]2=[CH:4][CH:3]=1. Procedure: 5-Chloro-1-hydroxy-2-(pentafluoroethyl)-1H-imidazo(4,5-b)pyridine is reacted with methanethiol to obtain 5-(methylthio)-1-hydroxy-2-(pentafluoroethyl)-1H-imidazo(4,5-b)pyridine which is subsequently oxidized to obtain the corresponding 5-(methylsulfonyl)-1-hydroxy-2-(pentafluoroethyl)-1H-imidazo(4,5-b)pyridine. The reactants are NC1=NC=C(C(=N1)OC)C(=O)O (2-amino 4-methoxy 5-pyrimidinyl carboxylic acid), P(Cl)(Cl)(Cl)(Cl)Cl (phosphorous pentachloride). Run in C(C)OCC (ethyl ether). Run at time 3 hour. Yields the product Cl.NC1=NC=C(C(=N1)OC)C(=O)Cl (2-amino 4-methoxy 5-chlorocarbonyl pyrimidine hydrochloride). RXN SMILES: [NH2:1][C:2]1[N:7]=[C:6]([O:8][CH3:9])[C:5]([C:10]([OH:12])=O)=[CH:4][N:3]=1.P(Cl)(Cl)(Cl)(Cl)[Cl:14]>C(OCC)C>[ClH:14].[NH2:1][C:2]1[N:7]=[C:6]([O:8][CH3:9])[C:5]([C:10]([Cl:14])=[O:12])=[CH:4][N:3]=1 |f:3.4|. Procedure details: To 16.9 g of 2-amino 4-methoxy 5-pyrimidinyl carboxylic acid prepared in stage 2, in suspension in 300 ml of anhydrous ethyl ether, were added at 0° C., 20.8 g of phosphorous pentachloride while stirring. After returning to room temperature for 3 hours, the precipitate was separated by filtration, rinsed several times with 50 ml of absolute ethyl ether. The hydrochloride of the 2-amino 4-methoxy 5-chlorocarbonyl pyrimidine thus obtained was used in the raw state in the following stage. As a reaction SMILES: [CH3:20][CH2:21][OH:22].[F:1][c:2]1[cH:3][cH:4][c:5]2[c:9]([cH:10]1)[C:8]([OH:11])([CH2:12][C:13](=[O:14])[O:15][CH2:16][CH3:17])[CH2:7][CH2:6]2.[Li+:18].[OH-:19]>>[F:1][c:2]1[cH:3][cH:4][c:5]2[c:9]([cH:10]1)[C:8]([OH:11])([CH2:12][C:13](=[O:14])[O-:15])[CH2:7][CH2:6]2.[Li+:18]. Starting materials: CCO, CCOC(=O)CC1(O)CCc2ccc(F)cc21, [Li+], [OH-]. Yields the product O=C([O-])CC1(O)CCc2ccc(F)cc21, [Li+]. Reactants: C1(CC1)O (cyclopropanol), CC1([C@@H]([C@@H]1\C=C/C(=O)O)C(=O)O[C@@H](C1=CC(=CC=C1)OC1=CC=CC=C1)C#N)C ((S)α-cyano-3-phenoxy-benzyl(1R,cis)2,2-dimethyl-3-[Z-2-carboxy-ethenyl]-cyclopropane-carboxylate), C1(CCCCC1)N=C=NC1CCCCC1 (dicyclohexylcarbodiimide). The reagents and catalysts are CN(C1=CC=NC=C1)C (4-dimethylamino-pyridine). Solvent: C(Cl)Cl (methylene chloride). Reaction conditions: temperature 20 celsius, time 90 minute. Product: CC1([C@@H]([C@@H]1\C=C/C(=O)OC1CC1)C(=O)O[C@@H](C1=CC(=CC=C1)OC1=CC=CC=C1)C#N)C ((S)α-cyano-3-phenoxy-benzyl(1R,cis)2,2-dimethyl-3-[Z-2-(cyclopropyloxycarbonyl)-ethenyl]-cyclopropane-carboxylate). RXN SMILES: [CH:1]1([OH:4])[CH2:3][CH2:2]1.[CH3:5][C:6]1([CH3:33])[C@@H:8](/[CH:9]=[CH:10]\[C:11](O)=[O:12])[C@H:7]1[C:14]([O:16][C@H:17]([C:31]#[N:32])[C:18]1[CH:23]=[CH:22][CH:21]=[C:20]([O:24][C:25]2[CH:30]=[CH:29][CH:28]=[CH:27][CH:26]=2)[CH:19]=1)=[O:15].C1(N=C=NC2CCCCC2)CCCCC1>C(Cl)Cl.CN(C)C1C=CN=CC=1>[CH3:5][C:6]1([CH3:33])[C@@H:8](/[CH:9]=[CH:10]\[C:11]([O:4][CH:1]2[CH2:3][CH2:2]2)=[O:12])[C@H:7]1[C:14]([O:16][C@H:17]([C:31]#[N:32])[C:18]1[CH:23]=[CH:22][CH:21]=[C:20]([O:24][C:25]2[CH:30]=[CH:29][CH:28]=[CH:27][CH:26]=2)[CH:19]=1)=[O:15]. Procedure details: 0.9 ml of cyclopropanol were added to a mixture of 5.5 g of (S)α-cyano-3-phenoxy-benzyl(1R,cis)2,2-dimethyl-3-[Z-2-carboxy-ethenyl]-cyclopropane-carboxylate in 26 ml of methylene chloride and 1 g of 4-dimethylamino-pyridine and 3 g of dicyclohexylcarbodiimide were added thereto at 0° C. The mixture was stirred at 20° C. for 90 minutes and was filtered. The filtrate was evaporated to dryness under reduced pressure and the residue was chromatographed over silica gel. Elution with an 85-15 cyclohex...